The task is: describe an organic reaction: reactants, conditions, products, and yield. This data is from the Open Reaction Database (ORD), a public repository of structured organic reaction records. Starting materials: N1=CC(=CC=C1)/C=C/C(=O)C1=CC=2CCCCC2C=C1 ([(E)-2-(3-pyridyl)ethenyl]-(5,6,7,8-tetrahydronaphthalen-2-yl)ketone), C(C)(=O)O (acetic acid). The reagents and catalysts are [Pd] (palladium black). The solvent is CO (MeOH). Reaction conditions: time 6 hour. The product is N1=CC(=CC=C1)CCC(=O)C1=CC=2CCCCC2C=C1 ([2-(3-pyridyl)ethyl]-(5,6,7,8-tetrahydronaphthalen-2-yl)ketone). Isolated yield 61.7%. Reaction SMILES: [N:1]1[CH:6]=[CH:5][CH:4]=[C:3](/[CH:7]=[CH:8]/[C:9]([C:11]2[CH:20]=[CH:19][C:18]3[CH2:17][CH2:16][CH2:15][CH2:14][C:13]=3[CH:12]=2)=[O:10])[CH:2]=1.C(O)(=O)C>CO.[Pd]>[N:1]1[CH:6]=[CH:5][CH:4]=[C:3]([CH2:7][CH2:8][C:9]([C:11]2[CH:20]=[CH:19][C:18]3[CH2:17][CH2:16][CH2:15][CH2:14][C:13]=3[CH:12]=2)=[O:10])[CH:2]=1. Procedure: A mixture of [(E)-2-(3-pyridyl)ethenyl]-(5,6,7,8-tetrahydronaphthalen-2-yl)ketone (6.32 g), palladium black (150 mg) and acetic acid (3 ml) in MeOH (50 ml) was stirred under hydrogen atmosphere at room temperature for 6 hours. The catalyst was filtered off and the filtrate was concentrated. The residue was dissolved in ethyl acetate, washed with saturated aqueous NaHCO3 solution and brine, and dried. After removal of the solvent, the residue was recrystallized f rom hexane-ethyl acetate to give ... Reactants: C#CCn1c(-c2ccccc2)nc(CC)c(CC(=O)OC)c1=O, C1CCOC1, [NH4+], [OH-]. Reaction SMILES: [CH2:1]([CH3:2])[c:3]1[c:4]([CH2:19][C:20]([O:22][CH3:21])=[O:23])[c:5](=[O:18])[n:6]([CH2:15][C:16]#[CH:17])[c:7](-[c:9]2[cH:10][cH:11][cH:12][cH:13][cH:14]2)[n:8]1.[CH2:26]1[O:27][CH2:28][CH2:29][CH2:30]1.[NH4+:25].[OH-:24]>>[CH2:1]([CH3:2])[c:3]1[c:4]([CH2:19][C:20](=[O:22])[NH2:25])[c:5](=[O:18])[n:6]([CH2:15][C:16]#[CH:17])[c:7](-[c:9]2[cH:10][cH:11][cH:12][cH:13][cH:14]2)[n:8]1. The product is C#CCn1c(-c2ccccc2)nc(CC)c(CC(N)=O)c1=O. Reactants: CO, ClCCl, COC(=O)c1ccc(-c2cnc(C(=O)CCCCCCc3ccccc3)o2)o1. Product: O=C(O)c1ccc(-c2cnc(C(=O)CCCCCCc3ccccc3)o2)o1. Reaction SMILES: [CH3:29][OH:30].[Cl:31][CH2:32][Cl:33].[c:1]1([CH2:7][CH2:8][CH2:9][CH2:10][CH2:11][CH2:12][C:13](=[O:14])[c:15]2[o:16][c:17](-[c:20]3[cH:21][cH:22][c:23]([C:25](=[O:26])[O:27][CH3:28])[o:24]3)[cH:18][n:19]2)[cH:2][cH:3][cH:4][cH:5][cH:6]1>>[c:1]1([CH2:7][CH2:8][CH2:9][CH2:10][CH2:11][CH2:12][C:13](=[O:14])[c:15]2[o:16][c:17](-[c:20]3[cH:21][cH:22][c:23]([C:25](=[O:26])[OH:27])[o:24]3)[cH:18][n:19]2)[cH:2][cH:3][cH:4][cH:5][cH:6]1. Reactants: CCO, CCCCCCC(Nc1ccc(C(=O)NCCC(=O)OCC)cc1)c1cc2cc(Cl)ccc2n1C, [Na+], C1CCOC1, [OH-]. Product: CCCCCCC(Nc1ccc(C(=O)NCCC(=O)O)cc1)c1cc2cc(Cl)ccc2n1C. RXN SMILES: [CH3:43][CH2:44][OH:45].[Cl:1][c:2]1[cH:3][c:4]2[cH:5][c:6]([CH:12]([CH2:13][CH2:14][CH2:15][CH2:16][CH2:17][CH3:18])[NH:19][c:20]3[cH:21][cH:22][c:23]([C:26](=[O:27])[NH:28][CH2:29][CH2:30][C:31](=[O:32])[O:33][CH2:34][CH3:35])[cH:24][cH:25]3)[n:7]([CH3:11])[c:8]2[cH:9][cH:10]1.[Na+:42].[O:36]1[CH2:37][CH2:38][CH2:39][CH2:40]1.[OH-:41]>>[Cl:1][c:2]1[cH:3][c:4]2[cH:5][c:6]([CH:12]([CH2:13][CH2:14][CH2:15][CH2:16][CH2:17][CH3:18])[NH:19][c:20]3[cH:21][cH:22][c:23]([C:26](=[O:27])[NH:28][CH2:29][CH2:30][C:31](=[O:32])[OH:33])[cH:24][cH:25]3)[n:7]([CH3:11])[c:8]2[cH:9][cH:10]1.